Task: describe an organic reaction: reactants, conditions, products, and yield. Dataset: the Open Reaction Database (ORD), a public repository of structured organic reaction records The reactants are ClCCl, Cc1cc(C(=O)NCCO)ncc1C(Sc1ccc(F)cc1)c1cc(F)ccc1F, O=C(OO)c1cccc(Cl)c1. Product: Cc1cc(C(=O)NCCO)ncc1C(c1cc(F)ccc1F)S(=O)c1ccc(F)cc1. RXN SMILES: [CH2:42]([Cl:43])[Cl:44].[F:1][c:2]1[c:3]([CH:9]([c:10]2[c:11]([CH3:22])[cH:12][c:13]([C:16](=[O:17])[NH:18][CH2:19][CH2:20][OH:21])[n:14][cH:15]2)[S:23][c:24]2[cH:25][cH:26][c:27]([F:30])[cH:28][cH:29]2)[cH:4][c:5]([F:8])[cH:6][cH:7]1.[OH:31][O:32][C:33]([c:34]1[cH:35][c:36]([Cl:37])[cH:38][cH:39][cH:40]1)=[O:41]>>[F:1][c:2]1[c:3]([CH:9]([c:10]2[c:11]([CH3:22])[cH:12][c:13]([C:16](=[O:17])[NH:18][CH2:19][CH2:20][OH:21])[n:14][cH:15]2)[S:23]([c:24]2[cH:25][cH:26][c:27]([F:30])[cH:28][cH:29]2)=[O:31])[cH:4][c:5]([F:8])[cH:6][cH:7]1.